This data is from the Open Reaction Database (ORD), a public repository of structured organic reaction records. The task is: describe an organic reaction: reactants, conditions, products, and yield The reactants are CCO, CC(=O)O, [Fe], CCOC(=O)c1ccc2nc(C)n(Cc3ccc([N+](=O)[O-])cc3)c2c1. Yields the product CCOC(=O)c1ccc2nc(C)n(Cc3ccc(N)cc3)c2c1. As a reaction SMILES: [CH3:1][CH2:2][OH:3].[CH3:30][C:31](=[O:32])[OH:33].[Fe:29].[N+:4]([O-:5])(=[O:6])[c:7]1[cH:8][cH:9][c:10]([CH2:11][n:12]2[c:13]([CH3:26])[n:14][c:15]3[c:16]2[cH:17][c:18]([C:21](=[O:22])[O:23][CH2:24][CH3:25])[cH:19][cH:20]3)[cH:27][cH:28]1>>[NH2:4][c:7]1[cH:8][cH:9][c:10]([CH2:11][n:12]2[c:13]([CH3:26])[n:14][c:15]3[c:16]2[cH:17][c:18]([C:21](=[O:22])[O:23][CH2:24][CH3:25])[cH:19][cH:20]3)[cH:27][cH:28]1. Reactants: ClC1=C(C(=CC(=C1)CNC(=NC(CC1=CNC2=CC=C(C=C12)OC)=O)N)Cl)NC(C)=O (N-(2,6-Dichloro-4-{N′-[2-(5-methoxy-1H-indol-3-yl)-acetyl]-guanidinomethyl}-phenyl)-acetamide), C(C)(=O)NC1=C(C=C(CN)C=C1Cl)Cl (4-acetamido-3,5-dichloro-benzylamine), ( B ), COC=1C=C2C(=C(NC2=CC1)C)CC(=O)O (2-(5-methoxy-2-methyl-1H-indol-3-yl)acetic acid), ( A ), 476.05. The product is ClC1=C(C(=CC(=C1)CNC(=NC(CC1=C(NC2=CC=C(C=C12)OC)C)=O)N)Cl)NC(C)=O (N-(2,6-Dichloro-4-{N′-[2-(5-methoxy-2-methyl-1H-indol-3-yl)-acetyl]-guanidinomethyl}-phenyl)-acetamide). Reaction SMILES: [Cl:1][C:2]1[CH:7]=[C:6]([CH2:8][NH:9][C:10]([NH2:26])=[N:11][C:12](=[O:25])[CH2:13][C:14]2[C:22]3[C:17](=[CH:18][CH:19]=[C:20]([O:23][CH3:24])[CH:21]=3)[NH:16][CH:15]=2)[CH:5]=[C:4]([Cl:27])[C:3]=1[NH:28][C:29](=[O:31])[CH3:30].[CH3:32]OC1C=C2C(=CC=1)NC(C)=C2CC(O)=O.C(NC1C(Cl)=CC(CN)=CC=1Cl)(=O)C>>[Cl:27][C:4]1[CH:5]=[C:6]([CH2:8][NH:9][C:10]([NH2:26])=[N:11][C:12](=[O:25])[CH2:13][C:14]2[C:22]3[C:17](=[CH:18][CH:19]=[C:20]([O:23][CH3:24])[CH:21]=3)[NH:16][C:15]=2[CH3:32])[CH:7]=[C:2]([Cl:1])[C:3]=1[NH:28][C:29](=[O:31])[CH3:30]. Procedure: In a manner similar to that used in the preparation of the compound of example 2, but using 2-(5-methoxy-2-methyl-1H-indol-3-yl)acetic acid in step 10 (A) and 4-acetamido-3,5-dichloro-benzylamine (preparation B) in step 10 (B), the title compound was prepared. MS (ESI) (M+H)+=476.05 1H-NMR (300 MHz, CD3OD) δ 7.42 (s, 2 H), 7.18 (d, J=8.42 Hz, 1 H), 6.96 (d, J=2.56 Hz, 1 H), 6.64-6.84 (m, J=2.56 Hz, 1 H), 4.48 (s, 2 H), 3.88 (s, 2 H), 3.80 (s, 3 H), 2.40 (s, 3 H), 2.19 (s, 3 H).